Dataset: the Open Reaction Database (ORD), a public repository of structured organic reaction records. Task: describe an organic reaction: reactants, conditions, products, and yield The reactants are [Br-], [Mg+]C1CC1, OC(c1ccc(Cl)cc1)C1CC1, O=Cc1ccc(F)cc1F, C1CCOC1. Product: OC(c1ccc(F)cc1F)C1CC1. Reaction SMILES: [Br-:11].[CH:12]1([Mg+:15])[CH2:13][CH2:14]1.[CH:16]1([CH:17]([c:18]2[cH:19][cH:20][c:21]([Cl:22])[cH:23][cH:24]2)[OH:25])[CH2:26][CH2:27]1.[F:1][c:2]1[c:3]([CH:4]=[O:5])[cH:6][cH:7][c:8]([F:10])[cH:9]1.[O:28]1[CH2:29][CH2:30][CH2:31][CH2:32]1>>[F:1][c:2]1[c:3]([CH:4]([OH:5])[CH:12]2[CH2:13][CH2:14]2)[cH:6][cH:7][c:8]([F:10])[cH:9]1. Starting materials: [N+](=O)([O-])C=1C=C2C(=NC1)CC1(C(NC3=C(O1)C=CC=N3)=S)C2 (3-Nitro-5,7-dihydrospiro[cyclopenta[b]pyridine-6,2′-pyrido[3,2-b][1,4]oxazine]-3′(4′H)-thione), O (water), [Cl-].[NH4+] (ammonium chloride). The reagents and catalysts are [Fe] (iron). Solvent: CCO (EtOH), CCOC(=O)C (EtOAc). The product is NC=1C=C2C(=NC1)CC1(C(NC3=C(O1)C=CC=N3)=S)C2 (3-Amino-5,7-dihydrospiro[cyclopenta[b]pyridine-6,2′-pyrido[3,2-b][1,4]oxazine]-3′(4′H)-thione). As a reaction SMILES: [N+:1]([C:4]1[CH:5]=[C:6]2[CH2:22][C:11]3([O:16][C:15]4[CH:17]=[CH:18][CH:19]=[N:20][C:14]=4[NH:13][C:12]3=[S:21])[CH2:10][C:7]2=[N:8][CH:9]=1)([O-])=O.O.[Cl-].[NH4+]>CCO.CCOC(C)=O.[Fe]>[NH2:1][C:4]1[CH:5]=[C:6]2[CH2:22][C:11]3([O:16][C:15]4[CH:17]=[CH:18][CH:19]=[N:20][C:14]=4[NH:13][C:12]3=[S:21])[CH2:10][C:7]2=[N:8][CH:9]=1 |f:2.3|. Procedure: A solution of 3-nitro-5,7-dihydrospiro[cyclopenta[b]pyridine-6,2′-pyrido[3,2-b][1,4]oxazine]-3′(4′H)-thione from Step E (628 mg, 2.0 mmol) in EtOH (16 mL) and EtOAc (8 mL) is treated successively with water (8 mL), iron powder (558 mg, 10 mmol) and ammonium chloride (53.5 mg, 1.0 mmol). The mixture is heated at reflux for 3 h and is then cooled to rt and filtered, washing the solids with additional EtOH. The filtrate is concentrated in vacuo and the residue is partitioned between EtOAc and satur... Starting materials: COCCO, CS(=O)(=O)NC1CCCCC1Nc1nc(Cl)ncc1Cl, Cl, CC1(C)CCC(=O)Nc2ccc(N)cc21, C1COCCO1. The product is CC1(C)CCC(=O)Nc2ccc(Nc3ncc(Cl)c(NC4CCCCC4NS(C)(=O)=O)n3)cc21. As a reaction SMILES: [CH3:43][O:44][CH2:45][CH2:46][OH:47].[Cl:1][c:2]1[n:3][cH:4][c:5]([Cl:20])[c:6]([NH:8][CH:9]2[CH:10]([NH:15][S:16](=[O:17])(=[O:18])[CH3:19])[CH2:11][CH2:12][CH2:13][CH2:14]2)[n:7]1.[ClH:36].[NH2:21][c:22]1[cH:23][c:24]2[c:25]([cH:34][cH:35]1)[NH:26][C:27](=[O:33])[CH2:28][CH2:29][C:30]2([CH3:31])[CH3:32].[O:37]1[CH2:38][CH2:39][O:40][CH2:41][CH2:42]1>>[c:2]1([NH:21][c:22]2[cH:23][c:24]3[c:25]([cH:34][cH:35]2)[NH:26][C:27](=[O:33])[CH2:28][CH2:29][C:30]3([CH3:31])[CH3:32])[n:3][cH:4][c:5]([Cl:20])[c:6]([NH:8][CH:9]2[CH:10]([NH:15][S:16](=[O:17])(=[O:18])[CH3:19])[CH2:11][CH2:12][CH2:13][CH2:14]2)[n:7]1. Starting materials: CNc1ccccc1, ClCCl, O=C1Cc2ccccc2N1, O, O=S(=O)(Cl)Cl, c1ccncc1. Product: CN(c1ccccc1)S(=O)(=O)c1ccc2c(c1)CC(=O)N2. Reaction SMILES: [CH3:7][NH:8][c:9]1[cH:10][cH:11][cH:12][cH:13][cH:14]1.[Cl:30][CH2:31][Cl:32].[O:20]=[C:21]1[NH:22][c:23]2[cH:24][cH:25][cH:26][cH:27][c:28]2[CH2:29]1.[OH2:33].[S:15](=[O:16])(=[O:17])([Cl:18])[Cl:19].[cH:1]1[cH:2][cH:3][n:4][cH:5][cH:6]1>>[CH3:7][N:8]([c:9]1[cH:10][cH:11][cH:12][cH:13][cH:14]1)[S:15](=[O:16])(=[O:17])[c:26]1[cH:25][cH:24][c:23]2[c:28]([cH:27]1)[CH2:29][C:21](=[O:20])[NH:22]2. Starting materials: CC1=NN=C2N1C=C(C=C2)C2=CC=C(C=C2)[N+](=O)[O-] (3-Methyl-6-(4-nitrophenyl)-1,2,4-triazolo[4,3-a]pyridine), [H][H] (hydrogen). Reagents/catalysts: [Pd] (palladium on carbon). Yields the product NC1=CC=C(C=C1)C1CCC=2N(C1)C(=NN2)C (6-(4-Aminophenyl)-3-methyl-5,6,7,8-tetrahydro-1,2,4-triazolo[4,3-a]pyridine). As a reaction SMILES: [CH3:1][C:2]1[N:6]2[CH:7]=[C:8]([C:11]3[CH:16]=[CH:15][C:14]([N+:17]([O-])=O)=[CH:13][CH:12]=3)[CH:9]=[CH:10][C:5]2=[N:4][N:3]=1.[H][H]>[Pd]>[NH2:17][C:14]1[CH:15]=[CH:16][C:11]([CH:8]2[CH2:7][N:6]3[C:2]([CH3:1])=[N:3][N:4]=[C:5]3[CH2:10][CH2:9]2)=[CH:12][CH:13]=1. Procedure: 3-Methyl-6-(4-nitrophenyl)-1,2,4-triazolo[4,3-a]pyridine is treated with hydrogen in the presence of palladium on carbon to give the product of the Example. Reactants: C(CCC)[Li] (n-butyl lithium), BrC=1SC=CN1 (2-bromothiazole), O1CCOC12CCC(CC2)=O (1,4-dioxaspiro[4.5]decan-8-one). Solvent: C(C)OCC (diethyl ether), C(C)OCC (diethyl ether). Run at time 15 minute. Yields the product S1C(=NC=C1)C1(CCC2(OCCO2)CC1)O (8-(thiazol-2-yl)-1,4-dioxaspiro[4.5]decan-8-ol). Isolated yield 93.9%. RXN SMILES: C([Li])CCC.Br[C:7]1[S:8][CH:9]=[CH:10][N:11]=1.[O:12]1[C:16]2([CH2:21][CH2:20][C:19](=[O:22])[CH2:18][CH2:17]2)[O:15][CH2:14][CH2:13]1>C(OCC)C>[S:8]1[CH:9]=[CH:10][N:11]=[C:7]1[C:19]1([OH:22])[CH2:20][CH2:21][C:16]2([O:15][CH2:14][CH2:13][O:12]2)[CH2:17][CH2:18]1. Procedure details: To a −78° C. solution of n-butyl lithium (10.4 mL, 2.5M in hexane, 26 mmol) in diethyl ether (20 mL) was added 2-bromothiazole (3.28 g, 1.8 mL, 20 mmol) slowly via syringe. The reaction mixture was stirred for 15 minutes, followed by the slow addition of 1,4-dioxaspiro[4.5]decan-8-one (4.22 g, 27 mmol) in diethyl ether (55 mL). The reaction mixture was allowed to warm to ambient temperature and stirred overnight. The reaction mixture was quenched with saturated aqueous ammonium chloride (50 mL) ... Reactants: COCCOC, Clc1ccc2ccccc2n1, OB(O)c1ccccc1F, [K+], [K+], O=C([O-])[O-], O. Product: Fc1ccccc1-c1ccc2ccccc2n1. Reaction SMILES: [CH3:28][O:29][CH2:30][CH2:31][O:32][CH3:33].[Cl:1][c:2]1[n:3][c:4]2[cH:5][cH:6][cH:7][cH:8][c:9]2[cH:10][cH:11]1.[F:12][c:13]1[c:14]([B:19]([OH:20])[OH:21])[cH:15][cH:16][cH:17][cH:18]1.[K+:22].[K+:23].[O-:24][C:25]([O-:26])=[O:27].[OH2:34]>>[c:2]1(-[c:14]2[c:13]([F:12])[cH:18][cH:17][cH:16][cH:15]2)[n:3][c:4]2[cH:5][cH:6][cH:7][cH:8][c:9]2[cH:10][cH:11]1. RXN SMILES: [Cl:21][CH2:22][Cl:23].[O:1]1[CH2:2][CH2:3][O:4][c:5]2[c:6]1[cH:7][cH:8][c:9]([CH:11]([OH:12])[c:13]1[cH:14][c:15]([O:19][CH3:20])[cH:16][cH:17][cH:18]1)[cH:10]2.[O:24]=[Mn:25]=[O:26]>>[O:1]1[CH2:2][CH2:3][O:4][c:5]2[c:6]1[cH:7][cH:8][c:9]([C:11](=[O:12])[c:13]1[cH:14][c:15]([O:19][CH3:20])[cH:16][cH:17][cH:18]1)[cH:10]2. Product: COc1cccc(C(=O)c2ccc3c(c2)OCCO3)c1. Starting materials: ClCCl, COc1cccc(C(O)c2ccc3c(c2)OCCO3)c1, O=[Mn]=O. Starting materials: OC1=C(C=C(C=C1)CCC(CCC1=CC(=C(C=C1)O)[N+](=O)[O-])=O)[N+](=O)[O-] (1,5-bis(4-hydroxy-3-nitrophenyl)pentan-3-one). Reagents/catalysts: [Pd] (Pd/C). Solvent: CO (methanol), C(C)(=O)OCC (ethyl acetate). Product: NC=1C=C(C=CC1O)CCC(CCC1=CC(=C(C=C1)O)N)=O (1,5-Bis(3-amino-4-hydroxyphenyl)pentan-3-one). The yield is 98.0%. Reaction SMILES: [OH:1][C:2]1[CH:7]=[CH:6][C:5]([CH2:8][CH2:9][C:10](=[O:23])[CH2:11][CH2:12][C:13]2[CH:18]=[CH:17][C:16]([OH:19])=[C:15]([N+:20]([O-])=O)[CH:14]=2)=[CH:4][C:3]=1[N+:24]([O-])=O>CO.C(OCC)(=O)C.[Pd]>[NH2:20][C:15]1[CH:14]=[C:13]([CH2:12][CH2:11][C:10](=[O:23])[CH2:9][CH2:8][C:5]2[CH:6]=[CH:7][C:2]([OH:1])=[C:3]([NH2:24])[CH:4]=2)[CH:18]=[CH:17][C:16]=1[OH:19]. Reported procedure: A solution of 8.2 g of 1,5-bis(4-hydroxy-3-nitrophenyl)pentan-3-one in 50 ml of methanol and 150 ml of ethyl acetate was placed in a Parr hydrogenator with 300 mg of 10% Pd/C. After 3 hours the solution was filtered and evaporated to dryness to give 6.7 g of product of m.p. 131°-133° C.